Dataset: the Open Reaction Database (ORD), a public repository of structured organic reaction records. Task: describe an organic reaction: reactants, conditions, products, and yield Reactants: [N+](=O)([O-])C1=C(C=[N+](C=C1)[O-])NC1CCN(CC1)C(=O)OC(C)(C)C (tert-butyl 4-[(4-nitro-1-oxidopyridin-3-yl)amino]piperidine-1-carboxylate), C(OC)(OC)OC (trimethyl orthoformate), C1(=CC=C(C=C1)S(=O)(=O)O)C (p-toluenesulfonic acid). Run in C1(=CC=CC=C1)C (toluene). Reaction conditions: temperature 105 celsius. Product: N1CCC(CC1)N1C=NC2=C1C=NC=C2 (3-piperidin-4-yl-3H-imidazo[4,5-c]pyridine). Reaction SMILES: [N+:1]([C:4]1[CH:9]=[CH:8][N+:7]([O-])=[CH:6][C:5]=1[NH:11][CH:12]1[CH2:17][CH2:16][N:15](C(OC(C)(C)C)=O)[CH2:14][CH2:13]1)([O-])=O.[CH:25](OC)(OC)OC.C1(C)C=CC(S(O)(=O)=O)=CC=1>C1(C)C=CC=CC=1>[NH:15]1[CH2:14][CH2:13][CH:12]([N:11]2[C:5]3[CH:6]=[N:7][CH:8]=[CH:9][C:4]=3[N:1]=[CH:25]2)[CH2:17][CH2:16]1. Reported procedure: To tert-butyl 4-[(4-nitro-1-oxidopyridin-3-yl)amino]piperidine-1-carboxylate (1.6 g) in toluene (3 ml) was added trimethyl orthoformate (3.6 ml) followed by p-toluenesulfonic acid (105 mg) and the resulting mixture was heated to 105° C. for 4 hours. The mixture was cooled and partitioned between ethyl acetate (75 ml) and water (75 ml). The organic layer was washed with brine, dried and evaporated to dryness to give the title compound as a solid. Yield 1.18 g. NMR (CDCl3) 1.5 (s, 9H), 2.1 (m, 2H)...